Dataset: the Open Reaction Database (ORD), a public repository of structured organic reaction records. Task: describe an organic reaction: reactants, conditions, products, and yield The reactants are CC(=O)OC1c2ccccc2Oc2ccccc21, CCN1CCCC(NC)C1, c1ccccc1. Product: CCN1CCCC(N(C)C2c3ccccc3Oc3ccccc32)C1. As a reaction SMILES: [C:1]([O:2][CH:5]1[c:6]2[cH:7][cH:8][cH:9][cH:10][c:11]2[O:12][c:13]2[cH:14][cH:15][cH:16][cH:17][c:18]21)(=[O:3])[CH3:4].[CH2:19]([CH3:20])[N:21]1[CH2:22][CH:23]([NH:27][CH3:28])[CH2:24][CH2:25][CH2:26]1.[cH:29]1[cH:30][cH:31][cH:32][cH:33][cH:34]1>>[CH:5]1([N:27]([CH:23]2[CH2:22][N:21]([CH2:19][CH3:20])[CH2:26][CH2:25][CH2:24]2)[CH3:28])[c:6]2[cH:7][cH:8][cH:9][cH:10][c:11]2[O:12][c:13]2[cH:14][cH:15][cH:16][cH:17][c:18]21. Reactants: ClC1=C(C(=CC=C1)Cl)NC(=S)NC(CC)=O (N-(2,6-dichlorophenyl)-N'-propionyl-thiourea), C([O-])([O-])=O.[K+].[K+] (potassium carbonate), CI (methyliodide). Solvent: CC(=O)C (acetone). The product is ClC1=C(C(=CC=C1)Cl)NC(SC)=NC(CC)=O (N-(2,6-dichlorophenyl)-N'-propionyl-S-methyl-isothiourea). As a reaction SMILES: [Cl:1][C:2]1[CH:7]=[CH:6][CH:5]=[C:4]([Cl:8])[C:3]=1[NH:9][C:10]([NH:12][C:13](=[O:16])[CH2:14][CH3:15])=[S:11].[C:17](=O)([O-])[O-].[K+].[K+].CI>CC(C)=O>[Cl:1][C:2]1[CH:7]=[CH:6][CH:5]=[C:4]([Cl:8])[C:3]=1[NH:9][C:10](=[N:12][C:13](=[O:16])[CH2:14][CH3:15])[S:11][CH3:17] |f:1.2.3|. Procedure details: 33.2 g (0.12 M) of N-(2,6-dichlorophenyl)-N'-propionyl-thiourea, 10.5 g (0.08 M) of ground potassium carbonate, 9.6 ml (0.15 M) of methyliodide and 300 ml of acetone are boiled in a reflux for 4 hours under energetic shaking. The acetone is distilled off, 300 ml of water are added to the residue. The sediment is filtered and dried. 34.4 g (98.5% of the theoretical yield) of N-(2,6-dichlorophenyl)-N'-propionyl-S-methyl-isothiourea with a melting point of 165°-170° are obtained. After recrystalliz... Reactants: [Al+3], C1CCOC1, [H-], [H-], [H-], [H-], [Li+], [Na+], Cc1nnc2n1-c1sc(CCCN3CCOCC3)cc1C(c1ccccc1Cl)=NC2, [OH-], O. The product is Cc1nnc2n1-c1sc(CCCN3CCOCC3)cc1C(c1ccccc1Cl)NC2. RXN SMILES: [Al+3:32].[CH2:40]1[O:41][CH2:42][CH2:43][CH2:44]1.[H-:31].[H-:34].[H-:35].[H-:36].[Li+:33].[Na+:39].[O:1]1[CH2:2][CH2:3][N:4]([CH2:7][CH2:8][CH2:9][c:10]2[cH:11][c:12]3[c:18]([s:19]2)-[n:17]2[c:16]([n:22][n:21][c:20]2[CH3:23])[CH2:15][N:14]=[C:13]3[c:24]2[c:25]([Cl:30])[cH:26][cH:27][cH:28][cH:29]2)[CH2:5][CH2:6]1.[OH-:38].[OH2:37]>>[O:1]1[CH2:2][CH2:3][N:4]([CH2:7][CH2:8][CH2:9][c:10]2[cH:11][c:12]3[c:18]([s:19]2)-[n:17]2[c:16]([n:22][n:21][c:20]2[CH3:23])[CH2:15][NH:14][CH:13]3[c:24]2[c:25]([Cl:30])[cH:26][cH:27][cH:28][cH:29]2)[CH2:5][CH2:6]1. Reactants: ClCC1=CC=C(C(=O)Cl)C=C1 (4-Chloromethylbenzoyl chloride), NC=1C=C(C=CC1C)NC(C1=CC(=CC=C1)N(C)C)=O (N-(3-amino-4-methylphenyl)-3-dimethylaminobenzamide). Yields the product CN(C=1C=C(C(=O)NC=2C=CC(=C(C2)NC(C2=CC=C(C=C2)CCl)=O)C)C=CC1)C (N-[5-(3-dimethylaminobenzamido)-2-methylphenyl]4-chloromethylbenzamide). Reaction SMILES: [Cl:1][CH2:2][C:3]1[CH:11]=[CH:10][C:6]([C:7](Cl)=[O:8])=[CH:5][CH:4]=1.[NH2:12][C:13]1[CH:14]=[C:15]([NH:20][C:21](=[O:31])[C:22]2[CH:27]=[CH:26][CH:25]=[C:24]([N:28]([CH3:30])[CH3:29])[CH:23]=2)[CH:16]=[CH:17][C:18]=1[CH3:19]>>[CH3:30][N:28]([CH3:29])[C:24]1[CH:23]=[C:22]([CH:27]=[CH:26][CH:25]=1)[C:21]([NH:20][C:15]1[CH:16]=[CH:17][C:18]([CH3:19])=[C:13]([NH:12][C:7](=[O:8])[C:6]2[CH:10]=[CH:11][C:3]([CH2:2][Cl:1])=[CH:4][CH:5]=2)[CH:14]=1)=[O:31]. Reported procedure: 4-Chloromethylbenzoyl chloride was reacted with N-(3-amino-4-methylphenyl)-3-dimethylaminobenzamide using an analogous procedure to that described in Example 37 except that the reaction product was triturated under water rather than under 2N aqueous hydrochloric acid solution. There was thus obtained the title compound; NMR Spectrum: (DMSOd6) 2.19 (s, 3H), 2.95 (s, 6H), 4.28 (s, 2H), 6.9 (d, 1H), 7.21 (m, 3H), 7.29 (d, 1H), 7.58 (d, 3H), 7.8 (s, 1H), 7.96 (d, 2H), 9.9 (s, 1H), 10.08 (s, 1H); Mas...